From a dataset of the Open Reaction Database (ORD), a public repository of structured organic reaction records. describe an organic reaction: reactants, conditions, products, and yield Reactants: 15.8, NC1CN(CC1)C(=O)OCC (ethyl 3-amino-1-pyrrolidinecarboxylate), N(=C=S)C1=C(C=CC=C1)[N+](=O)[O-] (1-isothiocyanato-2-nitrobenzene). The solvent is O1CCCC1 (tetrahydrofuran). Run at time 1 hour. Product: 34, [N+](=O)([O-])C1=C(C=CC=C1)NC(=S)NC1CN(CC1)C(=O)OCC (ethyl 3-[[[(2-nitrophenyl)-amino]thioxomethyl]amino]-1-pyrrolidinecarboxylate). Yield: 100.0%. Reaction SMILES: [NH2:1][CH:2]1[CH2:6][CH2:5][N:4]([C:7]([O:9][CH2:10][CH3:11])=[O:8])[CH2:3]1.[N:12]([C:15]1[CH:20]=[CH:19][CH:18]=[CH:17][C:16]=1[N+:21]([O-:23])=[O:22])=[C:13]=[S:14]>O1CCCC1>[N+:21]([C:16]1[CH:17]=[CH:18][CH:19]=[CH:20][C:15]=1[NH:12][C:13]([NH:1][CH:2]1[CH2:6][CH2:5][N:4]([C:7]([O:9][CH2:10][CH3:11])=[O:8])[CH2:3]1)=[S:14])([O-:23])=[O:22]. Procedure: A mixture of 15.8 parts of ethyl 3-amino-1-pyrrolidinecarboxylate, 18 parts of 1-isothiocyanato-2-nitrobenzene and 180 parts of tetrahydrofuran was stirred for 1 hour at room temperature. The reaction mixture was evaporated, yielding 34 parts (100%) of ethyl 3-[[[(2-nitrophenyl)-amino]thioxomethyl]amino]-1-pyrrolidinecarboxylate as a residue (int. 22). Starting materials: OC(CC(=O)OCC)CC(\C=C\C=1C(=C2N(C=CC3=CC=CC=C23)C1C(C)C)C1=CC=CC=C1)O (ethyl (E)-3,5-dihydroxy-7-(3-isopropyl-1-phenylpyrrolo[2,1-a]isoquinolin-2-yl)hept-6-enoate). Reagents/catalysts: [O-2].[O-2].[Mn+4] (manganese dioxide). Run in C(C)OCC (diethyl ether). Conditions: time 2 hour. Product: OC(CC(=O)OCC)CC(\C=C\C=1C(=C2N(C=CC3=CC=CC=C23)C1C(C)C)C1=CC=CC=C1)=O (ethyl (E)-3-hydroxy-7-(3-isopropyl-1-phenylpyrrolo[2,1-a]-isoquinolin-2-yl)-5-oxohept-6-enoate). Yield: 51.2%. Reaction SMILES: [OH:1][CH:2]([CH2:9][CH:10]([OH:35])/[CH:11]=[CH:12]/[C:13]1[C:14]([C:29]2[CH:34]=[CH:33][CH:32]=[CH:31][CH:30]=2)=[C:15]2[C:24]3[C:19](=[CH:20][CH:21]=[CH:22][CH:23]=3)[CH:18]=[CH:17][N:16]2[C:25]=1[CH:26]([CH3:28])[CH3:27])[CH2:3][C:4]([O:6][CH2:7][CH3:8])=[O:5]>[O-2].[O-2].[Mn+4].C(OCC)C>[OH:1][CH:2]([CH2:9][C:10](=[O:35])/[CH:11]=[CH:12]/[C:13]1[C:14]([C:29]2[CH:34]=[CH:33][CH:32]=[CH:31][CH:30]=2)=[C:15]2[C:24]3[C:19](=[CH:20][CH:21]=[CH:22][CH:23]=3)[CH:18]=[CH:17][N:16]2[C:25]=1[CH:26]([CH3:28])[CH3:27])[CH2:3][C:4]([O:6][CH2:7][CH3:8])=[O:5] |f:1.2.3|. Procedure: A mixture of ethyl (E)-3,5-dihydroxy-7-(3-isopropyl-1-phenylpyrrolo[2,1-a]isoquinolin-2-yl)hept-6-enoate (157 mg; prepared as described in Example 3), activated manganese dioxide (1.74 g) and diethyl ether (25 ml) was stirred at the ambient temperature under an argon atmosphere for 2 hours. The suspension was then filtered and the solid was extracted with diethyl ether (3×15 ml). The filtrate was combined with the extracts and evaporated in vacuo, to give ethyl (E)-3-hydroxy-7-(3-isopropyl-1-phe... Reactants: O=C(c1ccccc1)c1cc([N+](=O)[O-])ccc1Cl, Cl, [K+], [OH-], O. Yields the product O=C(c1ccccc1)c1cc([N+](=O)[O-])ccc1O. RXN SMILES: [Cl:1][c:2]1[c:3]([C:4](=[O:5])[c:6]2[cH:7][cH:8][cH:9][cH:10][cH:11]2)[cH:12][c:13]([N+:16](=[O:17])[O-:18])[cH:14][cH:15]1.[ClH:21].[K+:20].[OH-:19].[OH2:22]>>[c:2]1([OH:19])[c:3]([C:4](=[O:5])[c:6]2[cH:7][cH:8][cH:9][cH:10][cH:11]2)[cH:12][c:13]([N+:16](=[O:17])[O-:18])[cH:14][cH:15]1. The reactants are ClC=1C=C2C(=C(C(N(C2=CC1)CC)=O)C(=O)OCC)O (Ethyl 6-chloro-1-ethyl-4-hydroxy-2-oxo-1,2-dihydroquinoline-3-carboxylate), C(CCCCCCC)(=O)NN (octanoyl hydrazine). Product: ClC=1C=C2C(=C(C(N(C2=CC1)CC)=O)C(=O)NNC(CCCCCCC)=O)O (6-Chloro-1-ethyl-4-hydroxy-N′-octanoyl-2-oxo-1,2-dihydroquinoline-3-carbohydrazide). As a reaction SMILES: [Cl:1][C:2]1[CH:3]=[C:4]2[C:9](=[CH:10][CH:11]=1)[N:8]([CH2:12][CH3:13])[C:7](=[O:14])[C:6]([C:15]([O:17]CC)=O)=[C:5]2[OH:20].[C:21]([NH:30][NH2:31])(=[O:29])[CH2:22][CH2:23][CH2:24][CH2:25][CH2:26][CH2:27][CH3:28]>>[Cl:1][C:2]1[CH:3]=[C:4]2[C:9](=[CH:10][CH:11]=1)[N:8]([CH2:12][CH3:13])[C:7](=[O:14])[C:6]([C:15]([NH:31][NH:30][C:21](=[O:29])[CH2:22][CH2:23][CH2:24][CH2:25][CH2:26][CH2:27][CH3:28])=[O:17])=[C:5]2[OH:20]. Reported procedure: Reagents: Comp 38 (0.68 mmols, 0.2 g); octanoyl hydrazine (0.74 mmols, 0.119 g). Yield: 0.19 g (70%), white solid, m.p.=160° C.-161° C.